Dataset: the Open Reaction Database (ORD), a public repository of structured organic reaction records. Task: describe an organic reaction: reactants, conditions, products, and yield The reactants are Cn1c(NC(=O)C2CC2)nc2ccc(Oc3cccc(NC(=O)OC(C)(C)C)c3)cc21, O=C(O)C(F)(F)F. Product: Cn1c(NC(=O)C2CC2)nc2ccc(Oc3cccc(N)c3)cc21. As a reaction SMILES: [CH:1]1([C:4](=[O:5])[NH:6][c:7]2[n:8][c:9]3[c:10]([n:11]2[CH3:12])[cH:13][c:14]([O:17][c:18]2[cH:19][c:20]([NH:24][C:25](=[O:26])[O:27][C:28]([CH3:29])([CH3:30])[CH3:31])[cH:21][cH:22][cH:23]2)[cH:15][cH:16]3)[CH2:2][CH2:3]1.[OH:32][C:33]([C:34]([F:35])([F:36])[F:37])=[O:38]>>[CH:1]1([C:4](=[O:5])[NH:6][c:7]2[n:8][c:9]3[c:10]([n:11]2[CH3:12])[cH:13][c:14]([O:17][c:18]2[cH:19][c:20]([NH2:24])[cH:21][cH:22][cH:23]2)[cH:15][cH:16]3)[CH2:2][CH2:3]1.